Dataset: the Open Reaction Database (ORD), a public repository of structured organic reaction records. Task: describe an organic reaction: reactants, conditions, products, and yield Starting materials: FC(C(=O)O)(F)F (trifluoroacetic acid), COCC(C(C(=O)NC=1C(=C(C=CC1)CCC(=O)OC(C)(C)C)C)C1=CC=C(C=C1)CN1N=C(OCC1=O)C1=CC=CC=C1)C (tert-butyl 3-{3-[(4-methoxy-3-methyl-2-{4-[(5-oxo-2-phenyl-5,6-dihydro-4H-1,3,4-oxadiazin-4-yl)methyl]phenyl}butanoyl)amino]-2-methylphenyl}propanoate). Run in ClCCl (dichloromethane). Reaction conditions: time 3 hour. Product: COCC(C(C(=O)NC=1C(=C(C=CC1)CCC(=O)O)C)C1=CC=C(C=C1)CN1N=C(OCC1=O)C1=CC=CC=C1)C (3-{3-[(4-Methoxy-3-methyl-2-{4-[(5-oxo-2-phenyl-5,6-dihydro-4H-1,3,4-oxadiazin-4-yl)-methyl]phenyl}butanoyl)amino]-2-methylphenyl}propanoic acid). As a reaction SMILES: FC(F)(F)C(O)=O.[CH3:8][O:9][CH2:10][CH:11]([CH3:52])[CH:12]([C:32]1[CH:37]=[CH:36][C:35]([CH2:38][N:39]2[C:44](=[O:45])[CH2:43][O:42][C:41]([C:46]3[CH:51]=[CH:50][CH:49]=[CH:48][CH:47]=3)=[N:40]2)=[CH:34][CH:33]=1)[C:13]([NH:15][C:16]1[C:17]([CH3:31])=[C:18]([CH2:22][CH2:23][C:24]([O:26]C(C)(C)C)=[O:25])[CH:19]=[CH:20][CH:21]=1)=[O:14]>ClCCl>[CH3:8][O:9][CH2:10][CH:11]([CH3:52])[CH:12]([C:32]1[CH:37]=[CH:36][C:35]([CH2:38][N:39]2[C:44](=[O:45])[CH2:43][O:42][C:41]([C:46]3[CH:47]=[CH:48][CH:49]=[CH:50][CH:51]=3)=[N:40]2)=[CH:34][CH:33]=1)[C:13]([NH:15][C:16]1[C:17]([CH3:31])=[C:18]([CH2:22][CH2:23][C:24]([OH:26])=[O:25])[CH:19]=[CH:20][CH:21]=1)=[O:14]. Reported procedure: 0.27 ml (3.45 mmol) of trifluoroacetic acid was added dropwise to a solution of 106 mg (0.17 mmol) of tert-butyl 3-{3-[(4-methoxy-3-methyl-2-{4-[(5-oxo-2-phenyl-5,6-dihydro-4H-1,3,4-oxadiazin-4-yl)methyl]phenyl}butanoyl)amino]-2-methylphenyl}propanoate (Example 170A) in 2 ml of dichloromethane, and the mixture was stirred at room temperature for 3 h. The reaction solution was then concentrated to dryness under reduced pressure. The residue obtained was purified by preparative HPLC. This gave 66 ... Starting materials: NC1=C(C=C(C(=O)OCC)C=C1)NCC1=C(C=C(C=C1)Cl)Cl (Ethyl 4-amino-3-(2,4-dichlorobenzylamino)benzoate), S(O)(O)(=O)=O (sulfuric acid), C(C)(=O)O (acetic acid), N(=O)[O-].[Na+] (Sodium nitrite). The solvent is O1CCCC1 (tetrahydrofuran), O (water). Conditions: time 30 minute. Yields the product ClC1=C(CN2N=NC3=C2C=C(C=C3)C(=O)OCC)C=CC(=C1)Cl (1-(2,4-Dichlorobenzyl)-6-(ethoxycarbonyl)benzotriazole). The yield is 69.7%. Reaction SMILES: [NH2:1][C:2]1[CH:12]=[CH:11][C:5]([C:6]([O:8][CH2:9][CH3:10])=[O:7])=[CH:4][C:3]=1[NH:13][CH2:14][C:15]1[CH:20]=[CH:19][C:18]([Cl:21])=[CH:17][C:16]=1[Cl:22].S(=O)(=O)(O)O.C(O)(=O)C.[N:32]([O-])=O.[Na+]>O1CCCC1.O>[Cl:22][C:16]1[CH:17]=[C:18]([Cl:21])[CH:19]=[CH:20][C:15]=1[CH2:14][N:13]1[C:3]2[CH:4]=[C:5]([C:6]([O:8][CH2:9][CH3:10])=[O:7])[CH:11]=[CH:12][C:2]=2[N:1]=[N:32]1 |f:3.4|. Procedure details: Ethyl 4-amino-3-(2,4-dichlorobenzylamino)benzoate (0.89 g), concentrated sulfuric acid (1.0 g) were stirred in a mixed solvent of acetic acid (20 ml), water (10 ml) and tetrahydrofuran (20 ml). Sodium nitrite (3.0 g) was added thereto, and the mixture was stirred at room temperature for 30 min. The solvent was distilled away, and water was added to separate the toluene layer. The mixture was washed with a saturated aqueous solution of sodium hydrogencarbonate. The toluene layer was concentrated ... Reactants: O=C(c1ncc[nH]1)c1ncc[nH]1, O=C([O-])[O-], COc1cc(OC)nc(Oc2cccc(F)c2C(=O)O)n1, C[Si](C)(C)CCO, [K+], [K+], C1CCOC1, O. The product is COc1cc(OC)nc(Oc2cccc(F)c2C(=O)OCC[Si](C)(C)C)n1. RXN SMILES: [C:22]([c:23]1[nH:24][cH:25][cH:26][n:27]1)([c:28]1[nH:29][cH:30][cH:31][n:32]1)=[O:33].[C:41](=[O:42])([O-:43])[O-:44].[CH3:1][O:2][c:3]1[n:4][c:5]([O:11][c:12]2[cH:13][cH:14][cH:15][c:16]([F:21])[c:17]2[C:18](=[O:19])[OH:20])[n:6][c:7]([O:9][CH3:10])[cH:8]1.[CH3:34][Si:35]([CH2:36][CH2:37][OH:38])([CH3:39])[CH3:40].[K+:45].[K+:46].[O:47]1[CH2:48][CH2:49][CH2:50][CH2:51]1.[OH2:52]>>[CH3:1][O:2][c:3]1[n:4][c:5]([O:11][c:12]2[cH:13][cH:14][cH:15][c:16]([F:21])[c:17]2[C:18](=[O:19])[O:20][CH2:37][CH2:36][Si:35]([CH3:34])([CH3:39])[CH3:40])[n:6][c:7]([O:9][CH3:10])[cH:8]1. The reactants are CCO, ICC1CCC2(CC1)OCCO2, [K+], [OH-], O, Sc1nnnn1-c1ccccc1. The product is c1ccc(-n2nnnc2SCC2CCC3(CC2)OCCO3)cc1. As a reaction SMILES: [CH3:28][CH2:29][OH:30].[I:1][CH2:2][CH:3]1[CH2:4][CH2:5][C:6]2([O:7][CH2:8][CH2:9][O:10]2)[CH2:11][CH2:12]1.[K+:26].[OH-:25].[OH2:27].[c:13]1(-[n:19]2[n:20][n:21][n:22][c:23]2[SH:24])[cH:14][cH:15][cH:16][cH:17][cH:18]1>>[CH2:2]([CH:3]1[CH2:4][CH2:5][C:6]2([O:7][CH2:8][CH2:9][O:10]2)[CH2:11][CH2:12]1)[S:24][c:23]1[n:19](-[c:13]2[cH:14][cH:15][cH:16][cH:17][cH:18]2)[n:20][n:21][n:22]1. The reactants are [N+](=O)([O-])C1=C(C=C(C(=O)N2C3=C(CC4=C(C2)C=CC=C4)C=CC=C3)C=C1)C (5-(4-nitro-3-methyl-benzoyl)-6,11-dihydro-5H-dibenz[b,e]azepine), NN (hydrazine). The reagents and catalysts are [Pd] (palladium-on-carbon). Run in C(C)O (ethanol). Yields the product NC1=C(C=C(C(=O)N2C3=C(CC4=C(C2)C=CC=C4)C=CC=C3)C=C1)C (5-(4-Amino-3-methylbenzoyl)-6,11-dihydro-5H-dibenz-[b,e]azepine). Isolated yield 78.7%. Reaction SMILES: [N+:1]([C:4]1[CH:26]=[CH:25][C:7]([C:8]([N:10]2[CH2:16][C:15]3[CH:17]=[CH:18][CH:19]=[CH:20][C:14]=3[CH2:13][C:12]3[CH:21]=[CH:22][CH:23]=[CH:24][C:11]2=3)=[O:9])=[CH:6][C:5]=1[CH3:27])([O-])=O.NN>[Pd].C(O)C>[NH2:1][C:4]1[CH:26]=[CH:25][C:7]([C:8]([N:10]2[CH2:16][C:15]3[CH:17]=[CH:18][CH:19]=[CH:20][C:14]=3[CH2:13][C:12]3[CH:21]=[CH:22][CH:23]=[CH:24][C:11]2=3)=[O:9])=[CH:6][C:5]=1[CH3:27]. Reported procedure: A mixture of 1.11 g of 5-(4-nitro-3-methyl-benzoyl)-6,11-dihydro-5H-dibenz[b,e]azepine, 50 ml of ethanol, 0.30 g of anhydrous hydrazine and 0.27 g palladium-on-carbon is refluxed 1 hour, and then filtered through diatomaceous earth. The filtrate is evaporated and the residue recrystallized from dichloromethane-hexane to give 0.80 g of crystals, m.p. 203°-204° C.